This data is from the Open Reaction Database (ORD), a public repository of structured organic reaction records. The task is: describe an organic reaction: reactants, conditions, products, and yield The reactants are BrC1=C(C=CC(=C1)F)C1N=C(NC(=C1C(=O)OCC)CBr)C1=NN(C=N1)CC(=O)OCC (Ethyl 4-(2-bromo-4-fluorophenyl)-6-(bromomethyl)-2-(1-(2-ethoxy-2-oxoethyl)-1H-1,2,4-triazol-3-yl)-1,4-dihydropyrimidine-5-carboxylate), Cl.N1CC(OCC1)C(=O)O (morpholine-2-carboxylic acid hydrochloride). Yields the product BrC1=C(C=CC(=C1)F)C1C(=C(NC(=N1)C1=NN(C=N1)CC(=O)OCC)CN1CC(OCC1)C(=O)O)C(=O)OCC (4-((6-(2-bromo-4-fluorophenyl)-2-(1-(2-ethoxy-2-oxoethyl)-1H-1,2,4-triazol-3-yl)-5-(ethoxycarbonyl)-3,6-dihydropyrimidin-4-yl)methyl)morpholine-2-carboxylic acid). The yield is 20.9%. Reaction SMILES: [Br:1][C:2]1[CH:7]=[C:6]([F:8])[CH:5]=[CH:4][C:3]=1[CH:9]1[C:14]([C:15]([O:17][CH2:18][CH3:19])=[O:16])=[C:13]([CH2:20]Br)[NH:12][C:11]([C:22]2[N:26]=[CH:25][N:24]([CH2:27][C:28]([O:30][CH2:31][CH3:32])=[O:29])[N:23]=2)=[N:10]1.Cl.[NH:34]1[CH2:39][CH2:38][O:37][CH:36]([C:40]([OH:42])=[O:41])[CH2:35]1>>[Br:1][C:2]1[CH:7]=[C:6]([F:8])[CH:5]=[CH:4][C:3]=1[CH:9]1[N:10]=[C:11]([C:22]2[N:26]=[CH:25][N:24]([CH2:27][C:28]([O:30][CH2:31][CH3:32])=[O:29])[N:23]=2)[NH:12][C:13]([CH2:20][N:34]2[CH2:39][CH2:38][O:37][CH:36]([C:40]([OH:42])=[O:41])[CH2:35]2)=[C:14]1[C:15]([O:17][CH2:18][CH3:19])=[O:16] |f:1.2|. Reported procedure: Ethyl 4-(2-bromo-4-fluorophenyl)-6-(bromomethyl)-2-(1-(2-ethoxy-2-oxoethyl)-1H-1,2,4-triazol-3-yl)-1,4-dihydropyrimidine-5-carboxylate (0.57 g, 1 mmol) was reacted with morpholine-2-carboxylic acid hydrochloride (0.2 g, 1.2 mmol) according to the procedure as described in Example 1, Step C to give the title compound as a yellow solid (0.13 g, 20%). The compound was characterized by the following spectroscopic data: The reactants are N[C@@H](CC(N)=O)C(=O)O (Asn), N[C@@H](CC1=CC=CC=C1)C(=O)O (Phe), N[C@@H](CC1=CC=C(C=C1)O)C(=O)O (Tyr). The product is N[C@@H](CCCCN)C(=O)O (Lys). As a reaction SMILES: [NH2:1][C@H:2]([C:7]([OH:9])=[O:8])[CH2:3][C:4](=O)N.[NH2:10][C@H:11](C(O)=O)[CH2:12]C1C=CC=CC=1.N[C@H](C(O)=O)CC1C=CC(O)=CC=1>>[NH2:1][C@H:2]([C:7]([OH:9])=[O:8])[CH2:3][CH2:4][CH2:12][CH2:11][NH2:10]. Procedure: Asn⇄Gln; and Phe⇄Trp⇄Tyr.